This data is from the Open Reaction Database (ORD), a public repository of structured organic reaction records. The task is: describe an organic reaction: reactants, conditions, products, and yield Reactants: N[C@H](C(=O)OC)CCC(C(=O)OC)CC1=CC=C(C=C1)OCF (Dimethyl (2S)-2-amino-5-[4-(fluoromethoxy)benzyl]hexanedioate), O1CCCC1 (tetrahydrofurane). The reagents and catalysts are [OH-].[Na+] (sodium hydroxide). The solvent is O (water), mixture. Run at time 14 hour. The product is N[C@H](C(=O)O)CCC(C(=O)O)CC1=CC=C(C=C1)OCF ((2S)-2-amino-5-[4-(fluoromethoxy)benzyl]hexanedioic acid). Yield: 5.9%. As a reaction SMILES: [NH2:1][C@@H:2]([CH2:7][CH2:8][CH:9]([CH2:14][C:15]1[CH:20]=[CH:19][C:18]([O:21][CH2:22][F:23])=[CH:17][CH:16]=1)[C:10]([O:12]C)=[O:11])[C:3]([O:5]C)=[O:4].O1CCCC1>[OH-].[Na+].O>[NH2:1][C@@H:2]([CH2:7][CH2:8][CH:9]([CH2:14][C:15]1[CH:20]=[CH:19][C:18]([O:21][CH2:22][F:23])=[CH:17][CH:16]=1)[C:10]([OH:12])=[O:11])[C:3]([OH:5])=[O:4] |f:2.3|. Procedure: Dimethyl (2S)-2-amino-5-[4-(fluoromethoxy)benzyl]hexanedioate (37 mg, 113 μmol) was solved in 2 ml of a mixture of tetrahydrofurane and water (2:1), and to the solution, four drops of 1N sodium hydroxide were added. The mixture was stirred at room temperature for 14 h and then concentrated in vacuo. The residue was purified by preparative HPLC and the according fractions were lyophilized to yield 2 mg (4.3%) of the title compound. The reactants are C=CCN1c2ccc(SC)cc2CN(C(C)C)S1(=O)=O, CSc1ccc2c(c1)CN(C(C)C)S(=O)(=O)N2, CCCCCC, ClCCBr, [H-], [H][H], [Na+], CN(C)C=O. Yields the product CSc1ccc2c(c1)CN(C(C)C)S(=O)(=O)N2CCCl. Reaction SMILES: [CH3:1][CH:2]([CH3:3])[N:4]1[S:5](=[O:19])(=[O:20])[N:6]([CH2:16][CH:17]=[CH2:18])[c:7]2[c:8]([cH:10][c:11]([S:14][CH3:15])[cH:12][cH:13]2)[CH2:9]1.[CH3:23][CH:24]([N:25]1[CH2:26][c:27]2[cH:28][c:29]([S:30][CH3:31])[cH:32][cH:33][c:34]2[NH:35][S:36]1(=[O:37])=[O:38])[CH3:39].[CH3:51][CH2:52][CH2:53][CH2:54][CH2:55][CH3:56].[Cl:42][CH2:43][CH2:44][Br:45].[H-:21].[H:40][H:41].[Na+:22].[O:46]=[CH:47][N:48]([CH3:49])[CH3:50]>>[CH3:1][CH:2]([CH3:3])[N:4]1[S:5](=[O:19])(=[O:20])[N:6]([CH2:16][CH2:17][Cl:42])[c:7]2[c:8]([cH:10][c:11]([S:14][CH3:15])[cH:12][cH:13]2)[CH2:9]1.